Dataset: the Open Reaction Database (ORD), a public repository of structured organic reaction records. Task: describe an organic reaction: reactants, conditions, products, and yield The reactants are C1(CCCCC1)C1=CC=C(C(=O)N2CC=3N(CC4=C2C=CC=C4)C(=CC3)C(=O)Cl)C=C1 (10-(4-cyclohexyl-benzoyl)-10,11-dihydro-5H-pyrrolo[2,1-c][1,4]benzodiazepine-3-carbonyl chloride), Example 23, C(C)(C)N(C(C)C)CC (N,N-diisopropylethyl amine), Cl.C=1(C(=CC=CC1)C(=O)N1CCNCC1)C (4-(2-toluoyl)piperazine hydrochloride). The reagents and catalysts are CN(C1=CC=NC=C1)C (4-(dimethylamino)pyridine). Solvent: ClCCl (dichloromethane). Conditions: time 8 hour. Yields the product C1(CCCCC1)C1=CC=C(C(=O)N2CC=3N(CC4=C2C=CC=C4)C(=CC3)C(=O)N3CCN(CC3)C3=C(C=CC=C3)C)C=C1 ([10-(4-Cyclohexyl-benzoyl)-10,11-dihydro-5H-pyrrolo[2,1-c][1,4]benzodiazepin-3-yl][4-(2-methylphenyl)-1-piperazinyl]-methanone). As a reaction SMILES: [CH:1]1([C:7]2[CH:31]=[CH:30][C:10]([C:11]([N:13]3[C:19]4[CH:20]=[CH:21][CH:22]=[CH:23][C:18]=4[CH2:17][N:16]4[C:24]([C:27](Cl)=[O:28])=[CH:25][CH:26]=[C:15]4[CH2:14]3)=[O:12])=[CH:9][CH:8]=2)[CH2:6][CH2:5][CH2:4][CH2:3][CH2:2]1.C(N(CC)C(C)C)(C)C.Cl.[C:42]1(C)[C:43]([C:48]([N:50]2[CH2:55][CH2:54][NH:53][CH2:52][CH2:51]2)=O)=[CH:44][CH:45]=[CH:46][CH:47]=1>CN(C)C1C=CN=CC=1.ClCCl>[CH:1]1([C:7]2[CH:31]=[CH:30][C:10]([C:11]([N:13]3[C:19]4[CH:20]=[CH:21][CH:22]=[CH:23][C:18]=4[CH2:17][N:16]4[C:24]([C:27]([N:53]5[CH2:52][CH2:51][N:50]([C:48]6[CH:47]=[CH:46][CH:45]=[CH:44][C:43]=6[CH3:42])[CH2:55][CH2:54]5)=[O:28])=[CH:25][CH:26]=[C:15]4[CH2:14]3)=[O:12])=[CH:9][CH:8]=2)[CH2:6][CH2:5][CH2:4][CH2:3][CH2:2]1 |f:2.3|. Procedure details: The crude 10-(4-cyclohexyl-benzoyl)-10,11-dihydro-5H-pyrrolo[2,1-c][1,4]benzodiazepine-3-carbonyl chloride prepared in the manner of Example 23 (0.5 g) was added to a stirred mixture of N,N-diisopropylethyl amine (0.47 g), 4-(2-toluoyl)piperazine hydrochloride (0.51 g) and 4-(dimethylamino)pyridine (0.05 g) in dichloromethane (25 mL). After stirring overnight at room temperature the reaction mixture was washed with water and saturated aqueous sodium bicarbonat, and dried over anhydrous sodium su... The reactants are CN(C)C=O, COC(=O)c1sc(-c2ccccc2)cc1NC(=O)c1ccc(Cl)cc1Cl, [H-], CC(C)I, N#N, [Na+]. The product is COC(=O)c1sc(-c2ccccc2)cc1N(C(=O)c1ccc(Cl)cc1Cl)C(C)C. RXN SMILES: [CH3:35][N:36]([CH3:37])[CH:38]=[O:39].[CH3:3][O:4][C:5](=[O:6])[c:7]1[s:8][c:9](-[c:23]2[cH:24][cH:25][cH:26][cH:27][cH:28]2)[cH:10][c:11]1[NH:12][C:13]([c:14]1[c:15]([Cl:21])[cH:16][c:17]([Cl:20])[cH:18][cH:19]1)=[O:22].[H-:1].[I:31][CH:32]([CH3:33])[CH3:34].[N:29]#[N:30].[Na+:2]>>[CH3:3][O:4][C:5](=[O:6])[c:7]1[s:8][c:9](-[c:23]2[cH:24][cH:25][cH:26][cH:27][cH:28]2)[cH:10][c:11]1[N:12]([C:13]([c:14]1[c:15]([Cl:21])[cH:16][c:17]([Cl:20])[cH:18][cH:19]1)=[O:22])[CH:32]([CH3:33])[CH3:34]. Reactants: C(C)(C)(C)OC(=O)N1C=CC2=C(C(=CC=C12)C)Cl (tert-butyl-4-chloro-5-methyl-1H-indole-1-carboxylate), C1CC(=O)N(C1=O)Br (NBS), CC(C)(C#N)N=NC(C)(C)C#N (AIBN). Solvent: CCOC(=O)C (EtOAc), C(Cl)(Cl)(Cl)Cl (CCl4). Conditions: temperature 80 celsius, time 8 hour. Yields the product C(C)(C)(C)OC(=O)N1C=CC2=C(C(=CC=C12)CBr)Cl (tert-butyl-5-(bromomethyl)-4-chloro-1H-indole-1-carboxylate). The yield is 32.7%. As a reaction SMILES: [C:1]([O:5][C:6]([N:8]1[C:16]2[C:11](=[C:12]([Cl:18])[C:13]([CH3:17])=[CH:14][CH:15]=2)[CH:10]=[CH:9]1)=[O:7])([CH3:4])([CH3:3])[CH3:2].C1C(=O)N([Br:26])C(=O)C1.CC(N=NC(C#N)(C)C)(C#N)C>C(Cl)(Cl)(Cl)Cl.CCOC(C)=O>[C:1]([O:5][C:6]([N:8]1[C:16]2[C:11](=[C:12]([Cl:18])[C:13]([CH2:17][Br:26])=[CH:14][CH:15]=2)[CH:10]=[CH:9]1)=[O:7])([CH3:4])([CH3:3])[CH3:2]. Reported procedure: To a stirred solution of 314 (38.1 g, 0.143 mol) in CCl4 (300 mL) at 80° C. was added NBS (30.6 g, 0.172 mol) followed by AIBN (1.2 g, 7.31 mmol), and the reaction mixture was stirred at 80° C. overnight. The cooled reaction mixture was diluted with EtOAc, and the organic layer was washed with water and brine, dried (Na2SO4), filtered, and concentrated in vacuo. The crude product was purified by SiO2 chromatography eluting with an EtOAc/hexane gradient (2 to 20% EtOAc) to afford 16.1 g (33%) of ...